From a dataset of the Open Reaction Database (ORD), a public repository of structured organic reaction records. describe an organic reaction: reactants, conditions, products, and yield Reactants: COC(=O)c1cn2ncc(C#N)c(Nc3ccc(Oc4ccccc4OC(C)(C)C(=O)NCC(=O)OC(C)(C)C)cc3)c2c1C, ClCCl, O=C(O)C(F)(F)F, O. Product: COC(=O)c1cn2ncc(C#N)c(Nc3ccc(Oc4ccccc4OC(C)(C)C(=O)NCC(=O)O)cc3)c2c1C. Reaction SMILES: [CH3:1][O:2][C:3](=[O:4])[c:5]1[c:6]([CH3:45])[c:7]2[n:8]([n:9][cH:10][c:11]([C:42]#[N:43])[c:12]2[NH:13][c:14]2[cH:15][cH:16][c:17]([O:20][c:21]3[c:22]([O:27][C:28]([CH3:29])([CH3:30])[C:31]([NH:32][CH2:33][C:34](=[O:35])[O:36][C:37]([CH3:38])([CH3:39])[CH3:40])=[O:41])[cH:23][cH:24][cH:25][cH:26]3)[cH:18][cH:19]2)[cH:44]1.[Cl:53][CH2:54][Cl:55].[F:46][C:47]([F:48])([F:49])[C:50]([OH:51])=[O:52].[OH2:56]>>[CH3:1][O:2][C:3](=[O:4])[c:5]1[c:6]([CH3:45])[c:7]2[n:8]([n:9][cH:10][c:11]([C:42]#[N:43])[c:12]2[NH:13][c:14]2[cH:15][cH:16][c:17]([O:20][c:21]3[c:22]([O:27][C:28]([CH3:29])([CH3:30])[C:31]([NH:32][CH2:33][C:34](=[O:35])[OH:36])=[O:41])[cH:23][cH:24][cH:25][cH:26]3)[cH:18][cH:19]2)[cH:44]1. The reactants are CCCC(CCC)CCCC(CO)NCc1ccccc1, C1CO1, CCO, [Na+], [OH-], CCCC(CCC)CCCC(CO)N(CCO)Cc1ccccc1, O=S(=O)(O)O. Product: CCCC(CCC)CCCC1COCCN1Cc1ccccc1. RXN SMILES: [CH2:1]([CH:2]([CH2:3][CH2:4][CH3:5])[CH2:6][CH2:7][CH2:8][CH:9]([NH:10][CH2:11][c:12]1[cH:13][cH:14][cH:15][cH:16][cH:17]1)[CH2:18][OH:19])[CH2:20][CH3:21].[CH2:22]1[O:23][CH2:24]1.[CH3:56][CH2:57][OH:58].[Na+:55].[OH-:54].[OH:25][CH2:26][CH2:27][N:28]([CH:29]([CH2:30][OH:31])[CH2:32][CH2:33][CH2:34][CH:35]([CH2:36][CH2:37][CH3:38])[CH2:39][CH2:40][CH3:41])[CH2:42][c:43]1[cH:44][cH:45][cH:46][cH:47][cH:48]1.[S:49](=[O:50])(=[O:51])([OH:52])[OH:53]>>[CH2:26]1[CH2:27][N:28]([CH2:42][c:43]2[cH:44][cH:45][cH:46][cH:47][cH:48]2)[CH:29]([CH2:32][CH2:33][CH2:34][CH:35]([CH2:36][CH2:37][CH3:38])[CH2:39][CH2:40][CH3:41])[CH2:30][O:31]1.